From a dataset of the Open Reaction Database (ORD), a public repository of structured organic reaction records. describe an organic reaction: reactants, conditions, products, and yield Isolated yield 95.5%. Run in O (water), CC(=O)C (acetone), CC(C)O (2-propanol). Reaction SMILES: [CH2:1]([CH:8]1[CH2:15][CH2:14][CH2:13][CH:12]([OH:16])[CH2:11][CH2:10][CH2:9]1)[C:2]1[CH:7]=[CH:6][CH:5]=[CH:4][CH:3]=1.CC(C)=O.OS(O)(=O)=O.O=[Cr](=O)=O.S(=O)(=O)(O)O.[Cr](O)(O)(=O)=O>CC(C)=O.CC(O)C.O>[CH2:1]([CH:8]1[CH2:9][CH2:10][CH2:11][C:12](=[O:16])[CH2:13][CH2:14][CH2:15]1)[C:2]1[CH:7]=[CH:6][CH:5]=[CH:4][CH:3]=1 |f:1.2.3|. Procedure details: 1.3 g of 5-benzyl-1-cyclooctanol prepared in the aforementioned Reference Example 1 was dissolved in 40 ml of acetone. To the solution was added 2.5 ml Jones reagent which was prepared in the ratio of 11.5 ml of sulfuric acid, 13 g of chromic acid and 20 ml of water. The reaction solution was stirred at room temperature for twenty minutes. To the reaction solution was added 2 ml of 2-propanol, followed by filtration through Celite. The residue was washed with dichloromethane and the washing liqu... Reactants: S(O)(O)(=O)=O (sulfuric acid), [Cr](=O)(=O)(O)O (chromic acid), C(C1=CC=CC=C1)C1CCCC(CCC1)O (5-benzyl-1-cyclooctanol), CC(=O)C.OS(=O)(=O)O.O=[Cr](=O)=O (Jones reagent). Product: C(C1=CC=CC=C1)C1CCCC(CCC1)=O (5-Benzyl-1-cyclooctanone). As a reaction SMILES: [CH2:1]([c:2]1[cH:3][cH:4][cH:5][cH:6][cH:7]1)[O:8][CH2:9][n:10]1[c:11]([C:15]([C:16](=[O:17])[O:18][CH3:19])=[O:20])[cH:12][cH:13][cH:14]1.[CH3:24][OH:25].[ClH:23].[Na+:22].[OH-:21]>>[CH2:1]([c:2]1[cH:3][cH:4][cH:5][cH:6][cH:7]1)[O:8][CH2:9][n:10]1[c:11]([C:15]([C:16](=[O:17])[OH:18])=[O:20])[cH:12][cH:13][cH:14]1. The reactants are COC(=O)C(=O)c1cccn1COCc1ccccc1, CO, Cl, [Na+], [OH-]. The product is O=C(O)C(=O)c1cccn1COCc1ccccc1.